From a dataset of the Open Reaction Database (ORD), a public repository of structured organic reaction records. describe an organic reaction: reactants, conditions, products, and yield The reactants are C(C)(=O)OC1=C(C=C(C=O)C=C1C(C)(C)C)C(C)(C)C (4-acetoxy-3,5-di-tert-butylbenzaldehyde), C(C(C)C)NO (isobutylhydroxylamine), hexanes EtOAc, aldehyde. The reagents and catalysts are Cl (hydrochloric acid). Solvent: CO (methanol). The product is C(C)(=O)OC1=C(C=C(C=C1C(C)(C)C)C=[N+]([O-])CC(C)C)C(C)(C)C (α-(4-Acetoxy-3,5-di-tert-butylphenyl)-N-isobutylnitrone). The yield is 52.3%. As a reaction SMILES: [C:1]([O:4][C:5]1[C:12]([C:13]([CH3:16])([CH3:15])[CH3:14])=[CH:11][C:8]([CH:9]=O)=[CH:7][C:6]=1[C:17]([CH3:20])([CH3:19])[CH3:18])(=[O:3])[CH3:2].[CH2:21]([NH:25][OH:26])[CH:22]([CH3:24])[CH3:23]>CO.Cl>[C:1]([O:4][C:5]1[C:12]([C:13]([CH3:16])([CH3:15])[CH3:14])=[CH:11][C:8]([CH:9]=[N+:25]([CH2:21][CH:22]([CH3:24])[CH3:23])[O-:26])=[CH:7][C:6]=1[C:17]([CH3:20])([CH3:19])[CH3:18])(=[O:3])[CH3:2]. Procedure: To a solution of 4-acetoxy-3,5-di-tert-butylbenzaldehyde (17.0 g, 0.0615 mol) in methanol (250 mL) was added isobutylhydroxylamine (5.36 g, 0.0609 mol) and concentrated hydrochloric acid (10 drops). Using a Dean-Stark trap, the resulting solution was refluxed until no more aldehyde was detected by TLC (Rf=0.23 for product and 0.84 for starting material using 3:1 hexanes/EtOAc) The solvent was removed in vacuo and the residue was a red oil which when triturated with hexanes it turned into solid. ... Starting materials: CN=C=S (methyl isothiocyanate), CS(=O)(=O)C=1C=C(C=CC1)C1=CC=C(C=C1)N1C(=NC(=C1)C(=O)NN)C1=C(C=CC=C1)C(F)(F)F (1-(3′-(methylsulfonyl)biphenyl-4-yl)-2-(2-(trifluoromethyl)-phenyl)-1H-imidazole-4-carbohydrazide), Cl (HCl). The solvent is C(=O)([O-])[O-].[K+].[K+] (K2CO3). Yields the product CN1C(=NNC1=S)C=1N=C(N(C1)C1=CC=C(C=C1)C1=CC(=CC=C1)S(=O)(=O)C)C1=C(C=CC=C1)C(F)(F)F (4-methyl-3-(1-(3′-(methylsulfonyl)biphenyl-4-yl)-2-(2-(trifluoromethyl)phenyl)-1H-imidazol-4-yl)-1H-1,2,4-triazole-5(4H)-thione). Isolated yield 11.3%. RXN SMILES: [CH3:1][S:2]([C:5]1[CH:6]=[C:7]([C:11]2[CH:16]=[CH:15][C:14]([N:17]3[CH:21]=[C:20]([C:22]([NH:24][NH2:25])=O)[N:19]=[C:18]3[C:26]3[CH:31]=[CH:30][CH:29]=[CH:28][C:27]=3[C:32]([F:35])([F:34])[F:33])=[CH:13][CH:12]=2)[CH:8]=[CH:9][CH:10]=1)(=[O:4])=[O:3].[CH3:36][N:37]=[C:38]=[S:39].Cl>C([O-])([O-])=O.[K+].[K+]>[CH3:36][N:37]1[C:38](=[S:39])[NH:25][N:24]=[C:22]1[C:20]1[N:19]=[C:18]([C:26]2[CH:31]=[CH:30][CH:29]=[CH:28][C:27]=2[C:32]([F:35])([F:34])[F:33])[N:17]([C:14]2[CH:15]=[CH:16][C:11]([C:7]3[CH:8]=[CH:9][CH:10]=[C:5]([S:2]([CH3:1])(=[O:4])=[O:3])[CH:6]=3)=[CH:12][CH:13]=2)[CH:21]=1 |f:3.4.5|. Procedure details: To a suspension of 1-(3′-(methylsulfonyl)biphenyl-4-yl)-2-(2-(trifluoromethyl)-phenyl)-1H-imidazole-4-carbohydrazide (215 mg, 0.430 mmol) in 8 mL 10% K2CO3 solution was added methyl isothiocyanate (0.06 mL, 0.877 mmol) via syringe. The reaction was refluxed 12 h and cooled to room temperature. The reaction was neutralized at 0° C. with 1M HCl and then extracted 3×10 mL with ethyl acetate. The combined organic layers were dried with MgSO4 and the solvent removed in vacuo. The crude residue was ab... Starting materials: C1(=CC=CC=C1)C=1C=C(C=NC1Cl)OC[C@@H]1N(CCC1)C(=O)OC(C)(C)C (5-phenyl-6-chloro-3-(1-BOC-2-(R)-pyrrolidinylmethoxy)pyridine), C=O (formalin). Solvent: C(=O)O (formic acid). Run at temperature 70 celsius. Yields the product Cl.C1(=CC=CC=C1)C=1C=C(C=NC1Cl)OC[C@@H]1N(CCC1)C (5-Phenyl-6-chloro-3-(1-methyl-2-(R)-pyrrolidinylmethoxy)pyridine hydrochloride). Yield: 175.0%. Reaction SMILES: [C:1]1([C:7]2[CH:8]=[C:9]([O:14][CH2:15][C@H:16]3[CH2:20][CH2:19][CH2:18][N:17]3[C:21](OC(C)(C)C)=O)[CH:10]=[N:11][C:12]=2[Cl:13])[CH:6]=[CH:5][CH:4]=[CH:3][CH:2]=1.C=O>C(O)=O>[ClH:13].[C:1]1([C:7]2[CH:8]=[C:9]([O:14][CH2:15][C@H:16]3[CH2:20][CH2:19][CH2:18][N:17]3[CH3:21])[CH:10]=[N:11][C:12]=2[Cl:13])[CH:2]=[CH:3][CH:4]=[CH:5][CH:6]=1 |f:3.4|. Procedure: To the 5-phenyl-6-chloro-3-(1-BOC-2-(R)-pyrrolidinylmethoxy)pyridine compound from step 69b (262 mg) was added formalin (37%, 0.5 mL) and formic acid (0.25 mL), and the mixture was heated at 70° C. for 3 hours. The solvent was removed, and to the residue was added solid NaHCO3. When pH 7-8 was achieved, the mixture was extracted with CH2Cl2, which was dried over MgSO4 and concentrated. The residue was chromatographed on a silica gel column, eluting with CH2Cl2 :MeOH:NH4OH 100:10:0.04 to afford t... Starting materials: CNC=1C=NC=CC1C1=C(C=CC=C1)C (N-methyl-4-o-tolylpyridin-3-amine), CC1=C(C=C(C(=O)O)C=C1)C(F)(F)F (4-methyl-3-trifluoromethyl-benzoic acid), solid. Product: CC1=C(C=C(C(=O)N(C=2C=NC=CC2C2=C(C=CC=C2)C)C)C=C1)C(F)(F)F (4,N-Dimethyl-N-(4-o-tolyl-pyridin-3-yl)-3-trifluoromethyl-benzamide). Reaction SMILES: [CH3:1][NH:2][C:3]1[CH:4]=[N:5][CH:6]=[CH:7][C:8]=1[C:9]1[CH:14]=[CH:13][CH:12]=[CH:11][C:10]=1[CH3:15].[CH3:16][C:17]1[CH:25]=[CH:24][C:20]([C:21]([OH:23])=O)=[CH:19][C:18]=1[C:26]([F:29])([F:28])[F:27]>>[CH3:16][C:17]1[CH:25]=[CH:24][C:20]([C:21]([N:2]([CH3:1])[C:3]2[CH:4]=[N:5][CH:6]=[CH:7][C:8]=2[C:9]2[CH:14]=[CH:13][CH:12]=[CH:11][C:10]=2[CH3:15])=[O:23])=[CH:19][C:18]=1[C:26]([F:29])([F:28])[F:27]. Procedure details: The title compound was prepared in analogy to example 90, from N-methyl-4-o-tolylpyridin-3-amine (example 1, intermediate a) and 4-methyl-3-trifluoromethyl-benzoic acid (CAS RN 261952-01-6) after a reaction time of 90 hours. Grey solid (32%). MS (ESI): m/z=385.15 [M+H]+. Starting materials: COC=1C=C(C=CC1)C1(CC(CCC1)=O)C(=O)OC (methyl 1-(3-methoxyphenyl)-3-oxo-cyclohexane-1-carboxylate), CN (methylamine), [H][H] (hydrogen). The reagents and catalysts are [Pt]=O (platinum oxide). The solvent is CO (methanol). Product: COC=1C=C(C=CC1)C1(CC(CCC1)NC)C(=O)OC (methyl 1-(3-methoxyphenyl)-3-methylamino-cyclohexane-1-carboxylate). RXN SMILES: [CH3:1][O:2][C:3]1[CH:4]=[C:5]([C:9]2([C:16]([O:18][CH3:19])=[O:17])[CH2:14][CH2:13][CH2:12][C:11](=O)[CH2:10]2)[CH:6]=[CH:7][CH:8]=1.[CH3:20][NH2:21].[H][H]>[Pt]=O.CO>[CH3:1][O:2][C:3]1[CH:4]=[C:5]([C:9]2([C:16]([O:18][CH3:19])=[O:17])[CH2:14][CH2:13][CH2:12][CH:11]([NH:21][CH3:20])[CH2:10]2)[CH:6]=[CH:7][CH:8]=1. Procedure: A mixture of 0.52 g of methyl 1-(3-methoxyphenyl)-3-oxo-cyclohexane-1-carboxylate, 0.5 ml of 30% aqueous methylamine, 8 ml of methanol and 0.025 g of platinum oxide is shaken for 48 hours in a hydrogen atmosphere. After the reaction, the mixture is filtered to remove the catalyst. The filtrate is concentrated under reduced pressure to remove solvent, whereby methyl 1-(3-methoxyphenyl)-3-methylamino-cyclohexane-1-carboxylate is obtained as crude oil. 7 ml of xylene are added to the crude oil and ... The reactants are O=C([O-])[O-], CCCCCBr, Cc1cc(O)c2ccccc2c1, CN(C)C=O, [K+], [K+]. Product: CCCCCOc1cc(C)cc2ccccc12. RXN SMILES: [C:13](=[O:14])([O-:15])[O-:16].[CH2:19]([CH2:20][CH2:21][CH2:22][CH3:23])[Br:24].[CH3:1][c:2]1[cH:3][c:4]([OH:12])[c:5]2[cH:6][cH:7][cH:8][cH:9][c:10]2[cH:11]1.[CH3:25][N:26]([CH3:27])[CH:28]=[O:29].[K+:17].[K+:18]>>[CH3:1][c:2]1[cH:3][c:4]([O:12][CH2:19][CH2:20][CH2:21][CH2:22][CH3:23])[c:5]2[cH:6][cH:7][cH:8][cH:9][c:10]2[cH:11]1.